Dataset: the Open Reaction Database (ORD), a public repository of structured organic reaction records. Task: describe an organic reaction: reactants, conditions, products, and yield Reactants: [H-].[Na+] (NaH), ClC1=NC=CC(=C1)O (2-chloro-4-hydroxypyridine), BrC=1C(=CC(=C(C1)[N+](=O)[O-])F)F (5-bromo-2,4-difluoronitrobenzene). The solvent is O (water), CN(C)C=O (DMF). Reaction conditions: temperature 90 celsius, time 1 hour. The product is BrC1=C(OC2=CC(=NC=C2)Cl)C=C(C(=C1)[N+](=O)[O-])F (4-(2-bromo-5-fluoro-4-nitrophenoxy)-2-chloropyridine). Isolated yield 53.0%. RXN SMILES: [Cl:1][C:2]1[CH:7]=[C:6]([OH:8])[CH:5]=[CH:4][N:3]=1.[H-].[Na+].[Br:11][C:12]1[C:13](F)=[CH:14][C:15]([F:21])=[C:16]([N+:18]([O-:20])=[O:19])[CH:17]=1>CN(C=O)C.O>[Br:11][C:12]1[CH:17]=[C:16]([N+:18]([O-:20])=[O:19])[C:15]([F:21])=[CH:14][C:13]=1[O:8][C:6]1[CH:5]=[CH:4][N:3]=[C:2]([Cl:1])[CH:7]=1 |f:1.2|. Reported procedure: A 0° C. mixture of 2-chloro-4-hydroxypyridine (817 mg, 6.30 mmol) in DMF (30 mL) was treated with NaH (60% in mineral oil, 277 mg, 6.93 mmol), stirred for 1 h, treated with 5-bromo-2,4-difluoronitrobenzene (1.50 g, 6.30 mmol) and heated at 90° C. overnight. The mixture was cooled to RT, diluted with water, extracted with EtOAc (2×) and the combined organics were washed with brine, dried over Na2SO4, concentrated to dryness and purified via silica gel chromatography (EtOAc/Hex) to afford 4-(2-bro... Reactants: FC=1C=C(C#N)C=CC1N1CCNCC1 (3-fluoro-4-(piperazin-1-yl)benzonitrile), FC(C1=NC(=NO1)C=1C=C(C(=O)O)C=CC1)(F)F (3-(5-(trifluoromethyl)-1,2,4-oxadiazol-3-yl)benzoic acid). Yields the product FC=1C=C(C#N)C=CC1N1CCN(CC1)C(C1=CC(=CC=C1)C1=NOC(=N1)C(F)(F)F)=O (3-Fluoro-4-(4-(3-(5-(trifluoromethyl)-1,2,4-oxadiazol-3-yl)benzoyl)piperazin-1-yl)benzonitrile). Yield: 38.0%. RXN SMILES: [F:1][C:2]1[CH:3]=[C:4]([CH:7]=[CH:8][C:9]=1[N:10]1[CH2:15][CH2:14][NH:13][CH2:12][CH2:11]1)[C:5]#[N:6].[F:16][C:17]([F:33])([F:32])[C:18]1[O:22][N:21]=[C:20]([C:23]2[CH:24]=[C:25]([CH:29]=[CH:30][CH:31]=2)[C:26](O)=[O:27])[N:19]=1>>[F:1][C:2]1[CH:3]=[C:4]([CH:7]=[CH:8][C:9]=1[N:10]1[CH2:15][CH2:14][N:13]([C:26](=[O:27])[C:25]2[CH:29]=[CH:30][CH:31]=[C:23]([C:20]3[N:19]=[C:18]([C:17]([F:33])([F:32])[F:16])[O:22][N:21]=3)[CH:24]=2)[CH2:12][CH2:11]1)[C:5]#[N:6]. Procedure details: This compound was synthesized from 3-fluoro-4-(piperazin-1-yl)benzonitrile and 3-(5-(trifluoromethyl)-1,2,4-oxadiazol-3-yl)benzoic acid as described for example 37 step 3 (100 mg, yield 38%). 1H NMR (400 MHz, DMSO-d6) δ 8.17-8.15 (dt, J=6.6 Hz, 1.7 Hz, 1H), 8.09 (s, 1H), 7.75-7.72 (m, 3H), 7.61-7.58 (dd, J=8.5 Hz, 1.5 Hz, 1H), 7.17-7.13 (t, J=8.7 Hz, 1H), 3.81 (m, 2H), 3.52 (m, 2H), 3.19 (m, 4H). MS (ESI) m/z: Calculated for C21H15F4N5O2: 445.12. found: 446.2 (M+H)+ Reactants: CN1N=CC(=C1)B1OC(C(O1)(C)C)(C)C (1-Methyl-4-(4,4,5,5-tetramethyl-1,3,2-dioxaborolan-2-yl)-1H-pyrazole), C([O-])([O-])=O.[Na+].[Na+] (sodium carbonate), BrC=1C=CC(=C(C(=O)NC2=CN=NC=C2)C1)OCC1=CC=C(C=C1)F (5-Bromo-2-{[(4-fluorophenyl)methyl]oxy}-N-4-pyridazinylbenzamide). The reagents and catalysts are C=1C=CC(=CC1)[P](C=2C=CC=CC2)(C=3C=CC=CC3)[Pd]([P](C=4C=CC=CC4)(C=5C=CC=CC5)C=6C=CC=CC6)([P](C=7C=CC=CC7)(C=8C=CC=CC8)C=9C=CC=CC9)[P](C=1C=CC=CC1)(C=1C=CC=CC1)C=1C=CC=CC1 (tetrakis(triphenylphosphine)palladium(0)). Run in COCCOC (1,2-dimethoxyethane). Conditions: temperature 120 celsius. Product: FC1=CC=C(C=C1)COC1=C(C(=O)NC2=CN=NC=C2)C=C(C=C1)C=1C=NN(C1)C (2-{[(4-Fluorophenyl)methyl]oxy}-5-(1-methyl-1H-pyrazol-4-yl)-N-4-pyridazinylbenzamide). As a reaction SMILES: [CH3:1][N:2]1[CH:6]=[C:5](B2OC(C)(C)C(C)(C)O2)[CH:4]=[N:3]1.C(=O)([O-])[O-].[Na+].[Na+].Br[C:23]1[CH:24]=[CH:25][C:26]([O:38][CH2:39][C:40]2[CH:45]=[CH:44][C:43]([F:46])=[CH:42][CH:41]=2)=[C:27]([CH:37]=1)[C:28]([NH:30][C:31]1[CH:36]=[CH:35][N:34]=[N:33][CH:32]=1)=[O:29]>COCCOC.C1C=CC([P]([Pd]([P](C2C=CC=CC=2)(C2C=CC=CC=2)C2C=CC=CC=2)([P](C2C=CC=CC=2)(C2C=CC=CC=2)C2C=CC=CC=2)[P](C2C=CC=CC=2)(C2C=CC=CC=2)C2C=CC=CC=2)(C2C=CC=CC=2)C2C=CC=CC=2)=CC=1>[F:46][C:43]1[CH:42]=[CH:41][C:40]([CH2:39][O:38][C:26]2[CH:25]=[CH:24][C:23]([C:5]3[CH:4]=[N:3][N:2]([CH3:1])[CH:6]=3)=[CH:37][C:27]=2[C:28]([NH:30][C:31]2[CH:36]=[CH:35][N:34]=[N:33][CH:32]=2)=[O:29])=[CH:45][CH:44]=1 |f:1.2.3,^1:56,58,77,96|. Reported procedure: 1-Methyl-4-(4,4,5,5-tetramethyl-1,3,2-dioxaborolan-2-yl)-1H-pyrazole (78 mg, 0.37 mmol), 1M sodium carbonate (0.75 ml, 0.75 mmol) and tetrakis(triphenylphosphine)palladium(0) (25.9 mg, 0.02 mmol) were added to a solution of 5-bromo-2-{[(4-fluorophenyl)methyl]oxy}-N-4-pyridazinylbenzamide (may be prepared as described in Example 77; 150 mg, 0.37 mmol) in 1,2-dimethoxyethane (4 ml). The reaction was heated at 120° C. for one hour. The solvent was removed in vacuo to give a residue. Purification by... The reactants are BrC=1C=C2C(=CC1)OC=1C=NC(=CC1[C@]21COCC(=N1)N)Cl ((S)-7-bromo-3-chloro-2′,6′-dihydrospiro[chromeno[2,3-c]pyridine-5,3′-[1,4]oxazin]-5′-amine), C(C(C)(C)C)O (neopentyl alcohol), N1=CC(=CC=C1)B(O)O (pyridin-3-ylboronic acid). The product is C(C(C)(C)C)OC1=CC2=C(C=N1)OC1=CC=C(C=C1[C@@]21COCC(=N1)N)C=1C=NC=CC1 ((S)-3-(neopentyloxy)-7-(pyridin-3-yl)-2′,6′-dihydrospiro[chromeno[2,3-c]pyridine-5,3′-[1,4]oxazin]-5′-amine). RXN SMILES: Br[C:2]1[CH:3]=[C:4]2[C@:15]3([N:20]=[C:19]([NH2:21])[CH2:18][O:17][CH2:16]3)[C:14]3[CH:13]=[C:12](Cl)[N:11]=[CH:10][C:9]=3[O:8][C:5]2=[CH:6][CH:7]=1.[CH2:23]([OH:28])[C:24]([CH3:27])([CH3:26])[CH3:25].[N:29]1[CH:34]=[CH:33][CH:32]=[C:31](B(O)O)[CH:30]=1>>[CH2:23]([O:28][C:12]1[N:11]=[CH:10][C:9]2[O:8][C:5]3[C:4]([C@:15]4([N:20]=[C:19]([NH2:21])[CH2:18][O:17][CH2:16]4)[C:14]=2[CH:13]=1)=[CH:3][C:2]([C:31]1[CH:30]=[N:29][CH:34]=[CH:33][CH:32]=1)=[CH:7][CH:6]=3)[C:24]([CH3:27])([CH3:26])[CH3:25]. Reported procedure: The title compound was synthesized by steps analogous to those described in Method A4, but using Intermediate 10B, neopentyl alcohol, and pyridin-3-ylboronic acid. Starting materials: [N+](=O)([O-])C=1C=C(C=C(C1)[N+](=O)[O-])OC (3,5-dinitroanisole), C([O-])(O)=O.[Na+] (Sodium bicarbonate), [S-2].[Na+].[Na+] (sodium sulfide), C([O-])(O)=O.[Na+] (sodium bicarbonate). Solvent: CO (methanol), CO (methanol), O (water). Reaction conditions: temperature 0 celsius. Yields the product COC=1C=C(C=C(C1)[N+](=O)[O-])N (3-methoxy-5-nitro-phenylamine). Yield: 93.2%. Reaction SMILES: C(=O)(O)[O-].[Na+].[S-2].[Na+].[Na+].[N+:9]([C:12]1[CH:13]=[C:14]([O:21][CH3:22])[CH:15]=[C:16]([N+:18]([O-])=O)[CH:17]=1)([O-:11])=[O:10]>O.CO>[CH3:22][O:21][C:14]1[CH:15]=[C:16]([NH2:18])[CH:17]=[C:12]([N+:9]([O-:11])=[O:10])[CH:13]=1 |f:0.1,2.3.4|. Procedure details: Sodium bicarbonate (5.62 g, 66.87 mmol) was added to a solution of sodium sulfide (5.5 g, 70.58 mmol) in deionized water (60 mL). When the sodium bicarbonate was completely dissolved, methanol (50 mL) was added, and the solution was cooled to 0° C. A precipitate formed, which was removed by filtration through a Celite pad. The filtered solution was added quickly to a solution of 3,5-dinitroanisole (7.36 g, 37.15 mmol) in methanol (50 mL). The resulting suspension was heated to reflux for 30 min ... Starting materials: NC1=C(C=C(C(=O)O)C=C1)[N+](=O)[O-] (4-Amino-3-nitrobenzoic acid), Cl (HCl), N=1ON=C2C1C=CC(=C2)C(=O)O (2,1,3-Benzoxadiazole-5-carboxylic acid), [OH-].[K+] (KOH), Cl[O-].[Na+] (sodium hypochlorite), [Na+].[Cl-] (NaCl). The solvent is C(C)(=O)O (acetic acid), O (water), C(Cl)(Cl)Cl (CHCl3), O (Water), C(C)O (ethanol). Conditions: temperature 67.5 celsius, time 45 minute. The product is [N+]=1(ON=C2C1C=CC(=C2)C(=O)O)[O-] (2,1,3-benzoxadiazole-5-carboxylic acid N-oxide). Yield: 88.8%. RXN SMILES: [OH-].[K+].[NH2:3][C:4]1[CH:12]=[CH:11][C:7]([C:8]([OH:10])=[O:9])=[CH:6][C:5]=1[N+:13]([O-:15])=O.Cl[O-].[Na+].N1[O:20]N=C2C=C(C(O)=O)C=CC=12.Cl.[Na+].[Cl-]>C(O)C.O.C(O)(=O)C.C(Cl)(Cl)Cl>[N+:3]1([O-:20])[O:15][N:13]=[C:5]2[CH:6]=[C:7]([C:8]([OH:10])=[O:9])[CH:11]=[CH:12][C:4]=12 |f:0.1,3.4,7.8|. Reported procedure: In a 3 L reactor fitted with mechanical stirring, reflux condenser, thermometer and nitrogen inlet, KOH (72.46 g) was dissolved in ethanol (250 ml) and water (250 ml). 4-Amino-3-nitrobenzoic acid (100 g) was added and the orange suspension was heated to 65-70° C. within 30 minutes. The resulting suspension was stirred at the same temperature for 45 minutes and cooled to 0° C.±5′C within 30 minutes. A commercially available (13% w/w) solution of sodium hypochlorite (448.93 g) was added drop wise ... Starting materials: S1C(=CC=C1)CC(=O)O (Thiolacetic acid), C(C1=CC=CC=C1)(=O)OC(=O)NCCCC(C(=O)O)Br (5-benzoyloxycarbonylamino-2-bromopentanoic acid), O (water). Solvent: C([O-])([O-])=O.[K+].[K+] (potassium carbonate). Conditions: time 8 hour. The product is C(C)(=O)SC(C(=O)O)CCCNC(=O)OCC1=CC=CC=C1 (2-acetylthio-5-benzyloxycarbonylaminopentanoic acid). Reaction SMILES: [S:1]1C=C[CH:3]=[C:2]1CC(O)=O.[C:10]([O:18][C:19]([NH:21][CH2:22][CH2:23][CH2:24][CH:25](Br)[C:26]([OH:28])=[O:27])=[O:20])(=O)[C:11]1[CH:16]=[CH:15][CH:14]=[CH:13][CH:12]=1.[OH2:30]>C(=O)([O-])[O-].[K+].[K+]>[C:2]([S:1][CH:25]([CH2:24][CH2:23][CH2:22][NH:21][C:19]([O:18][CH2:10][C:11]1[CH:16]=[CH:15][CH:14]=[CH:13][CH:12]=1)=[O:20])[C:26]([OH:28])=[O:27])(=[O:30])[CH3:3] |f:3.4.5|. Procedure: Thiolacetic acid (1 g.) is added to a solution of 5-benzoyloxycarbonylamino-2-bromopentanoic acid [Chem. Pharm. Bull., 24, 326 (1976)] (3.3 g.) in a mixture of water (30 ml.) and potassium carbonate (1.38 g.). The mixture is stirred at room temperature overnight, acidified and extracted with ethyl acetate to yield 2-acetylthio-5-benzyloxycarbonylaminopentanoic acid.